This data is from the Open Reaction Database (ORD), a public repository of structured organic reaction records. The task is: describe an organic reaction: reactants, conditions, products, and yield The reactants are COC(C1=CC(=CC=C1)C1=CC(=NC=C1)C)=O (3-(2-methyl-pyridin-4-yl)-benzoic acid methyl ester), O=S(Cl)Cl (SOCl2), C(=O)(O)C=1C=C(C=CC1)B(O)O (3-carboxyphenylboronic acid), BrC1=CC(=NC=C1)C (4-bromo-2-methylpyridine), C(C)#N (acetonitrile). Reagents/catalysts: C=1C=CC(=CC1)[P](C=2C=CC=CC2)(C=3C=CC=CC3)[Pd]([P](C=4C=CC=CC4)(C=5C=CC=CC5)C=6C=CC=CC6)([P](C=7C=CC=CC7)(C=8C=CC=CC8)C=9C=CC=CC9)[P](C=1C=CC=CC1)(C=1C=CC=CC1)C=1C=CC=CC1 (Pd(Ph3P)4). Run in C(=O)([O-])[O-].[Na+].[Na+] (Na2CO3). The product is C(C)(C)(C)OC(CC(=O)C1=CC(=CC=C1)C1=CC(=NC=C1)C)=O (3-[3-(2-Methyl-pyridin-4-yl)-phenyl]-3-oxo-propionic acid tert-butyl ester), oil. The yield is 69.0%. As a reaction SMILES: CO[C:3](=[O:17])[C:4]1[CH:9]=[CH:8][CH:7]=[C:6]([C:10]2[CH:15]=[CH:14][N:13]=[C:12]([CH3:16])[CH:11]=2)[CH:5]=1.[C:18]([C:21]1C=C(B(O)O)C=CC=1)([OH:20])=[O:19].Br[C:31]1[CH:36]=[CH:35]N=C(C)C=1.O=S(Cl)Cl.[C:42](#N)C>C([O-])([O-])=O.[Na+].[Na+].C1C=CC([P]([Pd]([P](C2C=CC=CC=2)(C2C=CC=CC=2)C2C=CC=CC=2)([P](C2C=CC=CC=2)(C2C=CC=CC=2)C2C=CC=CC=2)[P](C2C=CC=CC=2)(C2C=CC=CC=2)C2C=CC=CC=2)(C2C=CC=CC=2)C2C=CC=CC=2)=CC=1>[C:36]([O:20][C:18](=[O:19])[CH2:21][C:3]([C:4]1[CH:9]=[CH:8][CH:7]=[C:6]([C:10]2[CH:15]=[CH:14][N:13]=[C:12]([CH3:16])[CH:11]=2)[CH:5]=1)=[O:17])([CH3:35])([CH3:31])[CH3:42] |f:5.6.7,^1:54,56,75,94|. Reported procedure: The title compound was prepared from 3-(2-methyl-pyridin-4-yl)-benzoic acid methyl ester [prepared by the following procedure: A mixture of 3-carboxyphenylboronic acid (7.13 g, 43.0 mmol) and 4-bromo-2-methylpyridine [Chem. Pharm. Bull. 1990, 38 (9), 2446-2458] (7.40 g, 43.0 mmol) in acetonitrile (215 ml) and 0.4M Na2CO3-solution (215 ml) was degassed and Pd(Ph3P)4 (5.0 g, 0.43 mmol) was added. The reaction mixture was refluxed for 18 h and evaporated to dryness [Synlett 2000 (6), 829-831]. The ... Yield: 44.0%. Starting materials: ClC1=NC=CC=C1C(=O)O (2-chloropyridine-3-carboxylic acid), C1(CC1)CCNC(=O)C=1N=NC(=CC1)N1CCNCC1 (6-piperazin-1-ylpyridazine-3-carboxylic acid (2-cyclopropylethyl)amide). RXN SMILES: [Cl:1][C:2]1[C:7]([C:8]([OH:10])=O)=[CH:6][CH:5]=[CH:4][N:3]=1.[CH:11]1([CH2:14][CH2:15][NH:16][C:17]([C:19]2[N:20]=[N:21][C:22]([N:25]3[CH2:30][CH2:29][NH:28][CH2:27][CH2:26]3)=[CH:23][CH:24]=2)=[O:18])[CH2:13][CH2:12]1>>[CH:11]1([CH2:14][CH2:15][NH:16][C:17]([C:19]2[N:20]=[N:21][C:22]([N:25]3[CH2:30][CH2:29][N:28]([C:8]([C:7]4[C:2]([Cl:1])=[N:3][CH:4]=[CH:5][CH:6]=4)=[O:10])[CH2:27][CH2:26]3)=[CH:23][CH:24]=2)=[O:18])[CH2:13][CH2:12]1. Procedure details: Following the procedure of Example 9, making variations only as required to use 2-chloropyridine-3-carboxylic acid in place of 2,5-dichlorobenzoic acid to react with 6-piperazin-1-ylpyridazine-3-carboxylic acid (2-cyclopropylethyl)amide, the title compound was obtained as a white solid (44% yield). 1H NMR (500 MHz, CDCl3) δ 8.50, 8.08, 7.99, 7.71, 7.37, 7.02, 4.05-4.13, 3.78-3.95, 3.34-3.60, 1.51, 0.71-0.80, 0.45-0.49, 0.08-0.12. MS (ES+) m/z 415 (M+1). Product: C1(CC1)CCNC(=O)C=1N=NC(=CC1)N1CCN(CC1)C(=O)C=1C(=NC=CC1)Cl (6-[4-(2-CHLOROPYRIDINE-3-CARBONYL)PIPERAZIN-1-YL]PYRIDAZINE-3-CARBOXYLIC ACID (2-CYCLOPROPYLETHYL)AMIDE), solid. Starting materials: BrC(Br)(Br)Br, ClCCl, OCc1cc(C(F)(F)F)ccc1I, c1ccc(P(c2ccccc2)c2ccccc2)cc1. Product: FC(F)(F)c1ccc(I)c(CCBr)c1. As a reaction SMILES: [C:1]([Br:2])([Br:3])([Br:4])[Br:5].[Cl:38][CH2:39][Cl:40].[I:25][c:26]1[c:27]([CH2:36][OH:37])[cH:28][c:29]([C:32]([F:33])([F:34])[F:35])[cH:30][cH:31]1.[c:6]1([P:7]([c:8]2[cH:9][cH:10][cH:11][cH:12][cH:13]2)[c:14]2[cH:15][cH:16][cH:17][cH:18][cH:19]2)[cH:20][cH:21][cH:22][cH:23][cH:24]1>>[CH2:1]([Br:5])[CH2:36][c:27]1[c:26]([I:25])[cH:31][cH:30][c:29]([C:32]([F:33])([F:34])[F:35])[cH:28]1. Starting materials: C(C)(C)(C)OC1=C(C(=O)OC(C)(C)C)C(=C(C(=N1)C=1C=C2C=CN(C2=CC1)C)Cl)OC(C)(C)C (tert-butyl 2,4-di-tert-butoxy-5-chloro-6-(1-methyl-1H-indol-5-yl)nicotinate), Cl (HCl), O1CCOCC1 (dioxane). Product: ClC=1C(=C(C(NC1C=1C=C2C=CN(C2=CC1)C)=O)C(=O)O)O (5-chloro-4-hydroxy-6-(1-methyl-1H-indol-5-yl)-2-oxo-1,2-dihydropyridine-3-carboxylic acid). The yield is 68.5%. As a reaction SMILES: C([O:5][C:6]1[N:18]=[C:17]([C:19]2[CH:20]=[C:21]3[C:25](=[CH:26][CH:27]=2)[N:24]([CH3:28])[CH:23]=[CH:22]3)[C:16]([Cl:29])=[C:15]([O:30]C(C)(C)C)[C:7]=1[C:8]([O:10]C(C)(C)C)=[O:9])(C)(C)C.Cl.O1CCOCC1>>[Cl:29][C:16]1[C:15]([OH:30])=[C:7]([C:8]([OH:10])=[O:9])[C:6](=[O:5])[NH:18][C:17]=1[C:19]1[CH:20]=[C:21]2[C:25](=[CH:26][CH:27]=1)[N:24]([CH3:28])[CH:23]=[CH:22]2. Procedure: Following the procedure of Example 375 step 7, treatment of tert-butyl 2,4-di-tert-butoxy-5-chloro-6-(1-methyl-1H-indol-5-yl)nicotinate (27 mg, 0.055 mmol) with HCl in dioxane (4.0 M×1.0 mL, 4.0 mmol) provided 5-chloro-4-hydroxy-6-(1-methyl-1H-indol-5-yl)-2-oxo-1,2-dihydropyridine-3-carboxylic acid (12 mg, 68%). Starting materials: COC1=NC2=CC=C(C=C2N=C1NC(OCC)=O)C (Ethyl N-(2-methoxy-6-methylquinoxalin-3-yl)carbamate), COC=1C=C(C=C(C1)OC)N1CCNCC1 (1-(3,5-dimethoxyphenyl)piperazine). Product: COC1=NC2=CC=C(C=C2N=C1NC(=O)N1CCN(CC1)C1=CC(=CC(=C1)OC)OC)C (1-[(2-Methoxy-6-methylquinoxalin-3-yl)aminocarbonyl]-4-(3,5-dimethoxyphenyl)piperazine). Isolated yield 94.0%. Reaction SMILES: [CH3:1][O:2][C:3]1[C:12]([NH:13][C:14](=[O:18])OCC)=[N:11][C:10]2[C:5](=[CH:6][CH:7]=[C:8]([CH3:19])[CH:9]=2)[N:4]=1.[CH3:20][O:21][C:22]1[CH:23]=[C:24]([N:30]2[CH2:35][CH2:34][NH:33][CH2:32][CH2:31]2)[CH:25]=[C:26]([O:28][CH3:29])[CH:27]=1>>[CH3:1][O:2][C:3]1[C:12]([NH:13][C:14]([N:33]2[CH2:32][CH2:31][N:30]([C:24]3[CH:23]=[C:22]([O:21][CH3:20])[CH:27]=[C:26]([O:28][CH3:29])[CH:25]=3)[CH2:35][CH2:34]2)=[O:18])=[N:11][C:10]2[C:5](=[CH:6][CH:7]=[C:8]([CH3:19])[CH:9]=2)[N:4]=1. Procedure: Ethyl N-(2-methoxy-6-methylquinoxalin-3-yl)carbamate and 1-(3,5-dimethoxyphenyl)piperazine were reacted by the same way with the example 43 to obtain the titled compound (yield, 94%). MS (ESI) m/z 438 (M+1). Reactants: potassium m-periodate, C(=O)(OC(C)(C)C)NCC(CO)O (3-(Boc-amino)-1,2-propanediol), 14g. Run in O (water). Product: C(=O)(OC(C)(C)C)NCC=O (N-Boc-aminoacetaldehyde). RXN SMILES: [C:1]([NH:8][CH2:9][CH:10]([OH:13])CO)([O:3][C:4]([CH3:7])([CH3:6])[CH3:5])=[O:2]>O>[C:1]([NH:8][CH2:9][CH:10]=[O:13])([O:3][C:4]([CH3:5])([CH3:6])[CH3:7])=[O:2]. Reported procedure: 3-(Boc-amino)-1,2-propanediol (21g, 110 mmol) was dissolved in water (200 ml) and stirred with potassium m-periodate (25.3g, 110 mmol) at room temperature under argon for 2h. The reaction mixture was filtered and washed with methylene chloride (100 ml). The aqueous layer was extracted with methylene chloride (3×150 ml). The organic extract was washed with brine (SOmI), dried and evaporated to dryness to give a light pink oil. This oil was purified by flash column chromatography using silica gel ...